From a dataset of the Open Reaction Database (ORD), a public repository of structured organic reaction records. describe an organic reaction: reactants, conditions, products, and yield The reactants are C1(=CC=CC2=CC=CC=C12)C=O (1-naphthalencarboxaldehyde), crude material, clear oil, CN1C(CCC1)CCN (2-(1-methyl-pyrrolidin-2-yl)-ethylamine), [Na] (sodium). Run in ClCCl (dichloromethane). The product is CN1C(CCC1)CCNCC1=CC=CC2=CC=CC=C12 ([2-(1-Methyl-pyrrolidin-2-yl)-ethyl]-naphthalen-1-ylmethyl-amine). As a reaction SMILES: [C:1]1([CH:11]=O)[C:10]2[C:5](=[CH:6][CH:7]=[CH:8][CH:9]=2)[CH:4]=[CH:3][CH:2]=1.[CH3:13][N:14]1[CH2:18][CH2:17][CH2:16][CH:15]1[CH2:19][CH2:20][NH2:21].[Na]>ClCCl>[CH3:13][N:14]1[CH2:18][CH2:17][CH2:16][CH:15]1[CH2:19][CH2:20][NH:21][CH2:11][C:1]1[C:10]2[C:5](=[CH:6][CH:7]=[CH:8][CH:9]=2)[CH:4]=[CH:3][CH:2]=1 |^1:21|. Reported procedure: Experimental condition analogous to Example 5, from 1-naphthalencarboxaldehyde 0.15 g (1 mmol), 2-(1-methyl-pyrrolidin-2-yl)-ethylamine 0.14 g (1.1 mmol), and sodium triacethoxyborohydride 0.31 g (1.5 mmol), in 10 mL dichloromethane. The crude material is 210 mg clear oil. The reactants are [N+](=O)(O)[O-] (Nitric acid), [OH-].[Na+] (sodium hydroxide), C1=CC=C(C=C1)[C@@H](C(=O)O)N (L-phenylglycine), ice. Solvent: S(O)(O)(=O)=O (sulfuric acid), O (water). Run at time 1 hour. Yields the product N[C@H](C(=O)O)C1=CC(=CC=C1)[N+](=O)[O-] ((S)-Amino-(3-nitrophenyl)acetic acid). Reaction SMILES: [CH:1]1[CH:6]=[CH:5][C:4]([C@H:7]([NH2:11])[C:8]([OH:10])=[O:9])=[CH:3][CH:2]=1.[N+:12]([O-])([OH:14])=[O:13].[OH-].[Na+]>S(=O)(=O)(O)O.O>[NH2:11][C@@H:7]([C:4]1[CH:3]=[CH:2][CH:1]=[C:6]([N+:12]([O-:14])=[O:13])[CH:5]=1)[C:8]([OH:10])=[O:9] |f:2.3|. Reported procedure: A solution of L-phenylglycine (10 g) in 40 mL of conc. sulfuric acid was cooled in an ice water/acetone bath. 90% Nitric acid (3.72 mL) was added dropwise over a 30 minute period at such a rate as to keep the internal temperature below 10° C. After addition was complete, stirring was continued for 1 hour at 0° C. and then the reaction mixture was allowed to warm to room temperature over 1.5 hours. The reaction mixture was poured onto 200 g of crushed ice and the resulting mixture was neutralized... Reactants: C(=O)(N1C=NC=C1)N1C=NC=C1 (1,1′-Carbonyldiimidazole), BrC1=CC(=C(C=C1)N)N (4-bromo-o-phenylenediamine), O (Water), CO (MeOH). Solvent: CN1CCCC1=O (NMP), CN1CCCC1=O (NMP). Conditions: temperature 100 celsius. Product: BrC1=CC2=C(NC(N2)=O)C=C1 (5-Bromo-1,3-dihydro-benzoimidazol-2-one). As a reaction SMILES: [C:1](N1C=CN=C1)(N1C=CN=C1)=[O:2].[Br:13][C:14]1[CH:19]=[CH:18][C:17]([NH2:20])=[C:16]([NH2:21])[CH:15]=1.CO.O>CN1C(=O)CCC1>[Br:13][C:14]1[CH:19]=[CH:18][C:17]2[NH:20][C:1](=[O:2])[NH:21][C:16]=2[CH:15]=1. Reported procedure: 1,1′-Carbonyldiimidazole (2.1 g) in NMP (5 ml) was added to a solution of 4-bromo-o-phenylenediamine (CAS Reg. No. 1575-37-7, 2 g) in NMP (5 ml). The mixture was heated to 100° C. for 2 h and then allowed to cool to 60° C. MeOH (3 ml) was added, and the mixture was allowed to cool to room temperature. Water (50 ml) was added. The mixture was filtered. The residue was washed with isopropanol and then dried in vacuo to give the title compound (1.65 g) as a dark brown solid. MS (m/e, ISP neg. ion)=... The reactants are CCOC(=O)c1oc2ccc(C(C)=O)c(O)c2c1C, CCN=C=NCCCN(C)C, COC(=O)C(NS(=O)(=O)c1ccc(-c2ccc(N)cc2)cc1)C(C)C, CN(C)C=O. Yields the product COC(=O)C(NS(=O)(=O)c1ccc(-c2ccc(NC(=O)c3oc4ccc(C(C)=O)c(O)c4c3C)cc2)cc1)C(C)C. RXN SMILES: [CH2:1]([O:2][C:4](=[O:5])[c:6]1[o:7][c:8]2[c:9]([c:10]1[CH3:11])[c:12]([OH:19])[c:13]([C:16]([CH3:17])=[O:18])[cH:14][cH:15]2)[CH3:3].[CH3:20][CH2:21][N:22]=[C:23]=[N:24][CH2:25][CH2:26][CH2:27][N:28]([CH3:29])[CH3:30].[CH3:31][O:32][C:33]([CH:34]([CH:35]([CH3:36])[CH3:37])[NH:38][S:39](=[O:40])(=[O:41])[c:42]1[cH:43][cH:44][c:45](-[c:48]2[cH:49][cH:50][c:51]([NH2:54])[cH:52][cH:53]2)[cH:46][cH:47]1)=[O:55].[O:56]=[CH:57][N:58]([CH3:59])[CH3:60]>>[C:4](=[O:5])([c:6]1[o:7][c:8]2[c:9]([c:10]1[CH3:11])[c:12]([OH:19])[c:13]([C:16]([CH3:17])=[O:18])[cH:14][cH:15]2)[NH:54][c:51]1[cH:50][cH:49][c:48](-[c:45]2[cH:44][cH:43][c:42]([S:39]([NH:38][CH:34]([C:33]([O:32][CH3:31])=[O:55])[CH:35]([CH3:36])[CH3:37])(=[O:40])=[O:41])[cH:47][cH:46]2)[cH:53][cH:52]1. The product is CCN(CC)C(=O)Oc1ccc(C[Si](C)(C)C)cc1. Starting materials: CCN(CC)C(=O)Oc1ccc(OC(=O)N(CC)CC)cc1 (substrate), C[Si](C)(C)C[Mg]Cl (effective_coupling_partner). Conditions: temperature 25 celsius, time 16 hour. As a reaction SMILES: [CH2:1]([CH3:2])[CH:3]([C:4](=[O:5])[O-:6])[CH:7]1[CH2:8][N:9]=[C:10]([c:12]2[nH:13][c:14]3[c:15]([N:22]([S:23](=[O:24])(=[O:25])[c:26]4[s:27][cH:28][cH:29][cH:30]4)[CH3:31])[cH:16][cH:17][c:18]([CH3:21])[c:19]3[cH:20]2)[S:11]1.[K+:33].[O:47]1[CH2:48][CH2:49][CH2:50][CH2:51]1.[OH-:32].[OH:34][C:35]([CH2:36][C:37]([C:38](=[O:39])[OH:40])([CH2:41][C:42](=[O:43])[OH:44])[OH:45])=[O:46]>>[CH2:3]([C:4](=[O:5])[OH:6])[CH:7]1[CH2:8][N:9]=[C:10]([c:12]2[nH:13][c:14]3[c:15]([N:22]([S:23](=[O:24])(=[O:25])[c:26]4[s:27][cH:28][cH:29][cH:30]4)[CH3:31])[cH:16][cH:17][c:18]([CH3:21])[c:19]3[cH:20]2)[S:11]1. The product is Cc1ccc(N(C)S(=O)(=O)c2cccs2)c2[nH]c(C3=NCC(CC(=O)O)S3)cc12. Starting materials: CCC(C(=O)[O-])C1CN=C(c2cc3c(C)ccc(N(C)S(=O)(=O)c4cccs4)c3[nH]2)S1, [K+], C1CCOC1, [OH-], O=C(O)CC(O)(CC(=O)O)C(=O)O. The reactants are O (water), C(C1=CC=CC=C1)SC1=C(C=O)C=CC=C1OC (2-benzylthio-3-methoxybenzaldehyde), C(C)(=O)[O-] (acetate), Cl.NO (hydroxylamine hydrochloride). Run in C(C)O (ethanol). Run at time 30 minute. Yields the product COC1=CC=CC=2C=NSC21 (7-methoxybenzisothiazole). RXN SMILES: C([S:8][C:9]1[C:16]([O:17][CH3:18])=[CH:15][CH:14]=[CH:13][C:10]=1[CH:11]=O)C1C=CC=CC=1.Cl.[NH2:20]O.C([O-])(=O)C.O>C(O)C>[CH3:18][O:17][C:16]1[C:9]2[S:8][N:20]=[CH:11][C:10]=2[CH:13]=[CH:14][CH:15]=1 |f:1.2|. Procedure: 5 g of 2-benzylthio-3-methoxybenzaldehyde are dissolved in 40 ml of ethanol, and 3.9 g of hydroxylamine hydrochloride are added. 40 ml of acetate buffer (pH=5) are added to this solution, and the mixture is stirred for 30 minutes at room temperature. The mixture is poured into water and extracted using ethyl acetate. The organic phase is washed using saline, dried over sodium sulfate, filtered and concentrated. The resulting oil is added to a suspension of 1.6 g of phosphorus pentoxide in20 ml o... The reactants are [OH-].[Na+] (sodium hydroxide), N1(CCCC1)C1(CC1)C(=O)OCC (Ethyl 1-(1-pyrrolidinyl)cyclopropanecarboxylate), O1CCCC1 (tetrahydrofuran), [H-].[Al+3].[Li+].[H-].[H-].[H-] (lithium aluminium hydride), O1CCCC1 (tetrahydrofuran). Run in O (water), O (water). Product: N1(CCCC1)C1(CC1)CO ([1-(1-Pyrrolidinyl)cyclopropyl]methanol). As a reaction SMILES: [N:1]1([C:6]2([C:9](OCC)=[O:10])[CH2:8][CH2:7]2)[CH2:5][CH2:4][CH2:3][CH2:2]1.O1CCCC1.[H-].[Al+3].[Li+].[H-].[H-].[H-].[OH-].[Na+]>O>[N:1]1([C:6]2([CH2:9][OH:10])[CH2:8][CH2:7]2)[CH2:5][CH2:4][CH2:3][CH2:2]1 |f:2.3.4.5.6.7,8.9|. Reported procedure: 20.5 g of the product obtained in Step 3 and 100 ml of tetrahydrofuran are poured, over 5 minutes, into a suspension containing 8.57 g of lithium aluminium hydride and 400 ml of tetrahydrofuran. The mixture is heated at reflux for 2 hours, cooled to 5° C. and hydrolysed by successive additions of 9 ml of water, 9 ml of 4N sodium hydroxide solution and then 27 ml of water. The aluminium compound is filtered off and rinsed with tetrahydroflran. The combined filtrates are concentrated to dryness, a... Reactants: C1=CC=CC=2C(C3=C(C=CC21)C=CC=C3)C=3C(NC(NC3)=O)=O (5-{5H-Dibenzo[a,d]cyclohepten-5-yl)-2,4(1H,3H)-pyrimidinedione), COC(=O)C=1OC(=CC1)CBr (5-bromomethyl-2-furancarboxylic acid methyl ester). Product: C1=CC=CC=2C(C3=C(C=CC21)C=CC=C3)C=3C(NC(N(C3)CC3=CC=C(O3)C(=O)OC)=O)=O (5-[[5-{5H-Dibenzo[a,d]cyclohepten-5-yl}-3,4-dihydro-2,4-dioxo-1(2H)-pyrimidinyl]methyl]-2-furancarboxylic acid, methyl ester). Reaction SMILES: [CH:1]1[C:11]2[CH:10]=[CH:9][C:8]3[CH:12]=[CH:13][CH:14]=[CH:15][C:7]=3[CH:6]([C:16]3[C:17](=[O:23])[NH:18][C:19](=[O:22])[NH:20][CH:21]=3)[C:5]=2[CH:4]=[CH:3][CH:2]=1.[CH3:24][O:25][C:26]([C:28]1[O:29][C:30]([CH2:33]Br)=[CH:31][CH:32]=1)=[O:27]>>[CH:1]1[C:11]2[CH:10]=[CH:9][C:8]3[CH:12]=[CH:13][CH:14]=[CH:15][C:7]=3[CH:6]([C:16]3[C:17](=[O:23])[NH:18][C:19](=[O:22])[N:20]([CH2:33][C:30]4[O:29][C:28]([C:26]([O:25][CH3:24])=[O:27])=[CH:32][CH:31]=4)[CH:21]=3)[C:5]=2[CH:4]=[CH:3][CH:2]=1. Procedure: The subtitle compound was prepared from the product of example 1 step (iii) (1.1 g) and 5-bromomethyl-2-furancarboxylic acid methyl ester (0.96 g)(J. Chem. Soc. Perkin Trans. 1, 1981, 1125, Bull. Chem. Soc. Jpn. 1987, 60, 1807) according to the method of example 1 step (iv). Purification was by chromatography eluting with 50-80% ethyl acetate in isohexane. Yield 1.24 g.